This data is from the Open Reaction Database (ORD), a public repository of structured organic reaction records. The task is: describe an organic reaction: reactants, conditions, products, and yield Reactants: Cn1ccnc1, Cc1ccccc1, C=C(C)c1ccc(C(F)(F)F)c(F)c1, CCOC(=O)C=[N+]=[N-]. Yields the product CCOC(=O)C1CC1(C)c1ccc(C(F)(F)F)c(F)c1. RXN SMILES: [CH3:15][n:16]1[cH:17][cH:18][n:19][cH:20]1.[CH3:29][c:30]1[cH:31][cH:32][cH:33][cH:34][cH:35]1.[F:1][c:2]1[c:3]([C:11]([F:12])([F:13])[F:14])[cH:4][cH:5][c:6]([C:8](=[CH2:9])[CH3:10])[cH:7]1.[N+:21](=[N-:22])=[CH:23][C:24](=[O:25])[O:26][CH2:27][CH3:28]>>[F:1][c:2]1[c:3]([C:11]([F:12])([F:13])[F:14])[cH:4][cH:5][c:6]([C:8]2([CH3:10])[CH2:9][CH:23]2[C:24](=[O:25])[O:26][CH2:27][CH3:28])[cH:7]1. Reactants: COC(C1=C(C=CC(=C1)CBr)[N+](=O)[O-])=O (5-bromomethyl-2-nitro-benzoic acid methyl ester), N(C(=O)OC(C)(C)C)C(=O)OC(C)(C)C (di-tert-butyl iminodicarboxylate), C([O-])([O-])=O.[Cs+].[Cs+] (cesium carbonate), O (water). Reagents/catalysts: [I-].[Li+] (lithium iodide). The solvent is CC(CC)=O (2-butanone), [Cl-].[Na+].O (brine), C(C)(=O)OCC (ethyl acetate). Run at temperature 100 celsius. Product: COC(C1=C(C=CC(=C1)CN(C(=O)OC(C)(C)C)C(=O)OC(C)(C)C)[N+](=O)[O-])=O (5-(di-tert-butoxycarbonylamino-methyl)-2-nitro-benzoic acid methyl ester). The yield is 98.2%. RXN SMILES: [CH3:1][O:2][C:3](=[O:15])[C:4]1[CH:9]=[C:8]([CH2:10]Br)[CH:7]=[CH:6][C:5]=1[N+:12]([O-:14])=[O:13].[NH:16]([C:24]([O:26][C:27]([CH3:30])([CH3:29])[CH3:28])=[O:25])[C:17]([O:19][C:20]([CH3:23])([CH3:22])[CH3:21])=[O:18].C(=O)([O-])[O-].[Cs+].[Cs+].O>CC(=O)CC.[Cl-].[Na+].O.[I-].[Li+].C(OCC)(=O)C>[CH3:1][O:2][C:3](=[O:15])[C:4]1[CH:9]=[C:8]([CH2:10][N:16]([C:17]([O:19][C:20]([CH3:23])([CH3:22])[CH3:21])=[O:18])[C:24]([O:26][C:27]([CH3:28])([CH3:29])[CH3:30])=[O:25])[CH:7]=[CH:6][C:5]=1[N+:12]([O-:14])=[O:13] |f:2.3.4,7.8.9,10.11|. Procedure: A stirred mixture of 5-bromomethyl-2-nitro-benzoic acid methyl ester (50.5 g, 184 mmol), di-tert-butyl iminodicarboxylate (40.15 g, 185 mmol), cesium carbonate (123.1 g, 377.7 mmol), and lithium iodide (1.23 g, 9.21 mmol) in 2-butanone (556 mL) was heated to reflux in a 100° C. oil bath for 12 hours while stirred with a mechanical stirrer. The mixture was allowed to cool to room temperature. To the mixture, was added brine (300 mL), water (300 mL), and ethyl acetate (750 mL), and the mixture was... Product: CCON=C1CCc2ccccc2C1=Cc1ccc(S(C)(=O)=O)cc1. Reaction SMILES: [C:27](=[O:28])([O-:29])[O-:30].[CH2:24]([CH3:25])[I:26].[CH3:1][S:2](=[O:3])(=[O:4])[c:5]1[cH:6][cH:7][c:8]([CH:9]=[C:10]2[C:11](=[N:20][OH:21])[CH2:12][CH2:13][c:14]3[cH:15][cH:16][cH:17][cH:18][c:19]32)[cH:22][cH:23]1.[CH3:33][N:34]([CH3:35])[CH:36]=[O:37].[Cl:38][CH2:39][Cl:40].[K+:31].[K+:32].[OH2:41]>>[CH3:1][S:2](=[O:3])(=[O:4])[c:5]1[cH:6][cH:7][c:8]([CH:9]=[C:10]2[C:11](=[N:20][O:21][CH2:24][CH3:25])[CH2:12][CH2:13][c:14]3[cH:15][cH:16][cH:17][cH:18][c:19]32)[cH:22][cH:23]1. Starting materials: O=C([O-])[O-], CCI, CS(=O)(=O)c1ccc(C=C2C(=NO)CCc3ccccc32)cc1, CN(C)C=O, ClCCl, [K+], [K+], O. Starting materials: C(C)(=O)NC1=C(C=C(C=C1)SC#N)[N+](=O)[O-] (1-acetamido-2-nitro-4-thiocyanatobenzene), ClC1=NC=CN=C1 (2-chloropyrazine), CN(C=O)C (dimethylformamide), [BH4-].[Na+] (sodium borohydride). Run in O (water), CC(=O)C (acetone). Conditions: time 1 hour. Product: C(C)(=O)NC1=C(C=C(C=C1)SC1=NC=CN=C1)[N+](=O)[O-] (1-acetamido-2-nitro-4-(pyrazin-2-ylthio)benzene). Reaction SMILES: [C:1]([NH:4][C:5]1[CH:10]=[CH:9][C:8]([S:11][C:12]#[N:13])=[CH:7][C:6]=1[N+:14]([O-:16])=[O:15])(=[O:3])[CH3:2].CN(C)C=O.[BH4-].[Na+].Cl[C:25]1[CH:30]=NC=[CH:27][N:26]=1>O.CC(C)=O>[C:1]([NH:4][C:5]1[CH:10]=[CH:9][C:8]([S:11][C:12]2[CH:27]=[N:26][CH:25]=[CH:30][N:13]=2)=[CH:7][C:6]=1[N+:14]([O-:16])=[O:15])(=[O:3])[CH3:2] |f:2.3|. Reported procedure: A solution of 9.6 g. 1-acetamido-2-nitro-4-thiocyanatobenzene in 60 ml. dimethylformamide is treated under nitrogen with 1.52 g. of sodium borohydride, the exothermic reaction being controlled so that the temperature does not exceed 30° C. After stirring the mixture at 20°-25° C. for 1 hour, 15 ml. of acetone is added, then, after 2 hours, 9.1 g. of 2-chloropyrazine is added. The mixture is warmed slowly and kept at 100°-110° C. for 3 hours, cooled and diluted with water. The product is filtered... Reactants: [Li]C, C1CCOC1, O, O=C(O)c1cccc2c1Cc1ccccc1-2. Product: CC(=O)c1cccc2c1Cc1ccccc1-2. Reaction SMILES: [CH3:17][Li:18].[O:20]1[CH2:21][CH2:22][CH2:23][CH2:24]1.[OH2:19].[c:1]1([C:14](=[O:15])[OH:16])[cH:2][cH:3][cH:4][c:5]2[c:13]1[CH2:12][c:11]1[c:6]-2[cH:7][cH:8][cH:9][cH:10]1>>[c:1]1([C:14](=[O:15])[CH3:17])[cH:2][cH:3][cH:4][c:5]2[c:13]1[CH2:12][c:11]1[c:6]-2[cH:7][cH:8][cH:9][cH:10]1. Starting materials: CC(C)(C)C(=O)OCC1OC(Br)C(OC(=O)C(C)(C)C)C(OC(=O)C(C)(C)C)C1OC(=O)C(C)(C)C, Cc1cc(OCc2ccccc2)ccc1Cc1c(C(C)C)[nH][nH]c1=O, CC(C)c1[nH][nH]c(=O)c1Cc1ccc(OCC(C)(C)C(=O)OCc2ccccc2)cc1. The product is Cc1cc(OCc2ccccc2)ccc1Cc1c(OC2OC(COC(=O)C(C)(C)C)C(OC(=O)C(C)(C)C)C(OC(=O)C(C)(C)C)C2OC(=O)C(C)(C)C)n[nH]c1C(C)C. Reaction SMILES: [C:26]([C:27]([CH3:28])([CH3:29])[CH3:30])(=[O:31])[O:32][CH:33]1[CH:34]([Br:61])[O:35][CH:36]([CH2:53][O:54][C:55]([C:56]([CH3:57])([CH3:58])[CH3:59])=[O:60])[CH:37]([O:46][C:47]([C:48]([CH3:49])([CH3:50])[CH3:51])=[O:52])[CH:38]1[O:39][C:40]([C:41]([CH3:42])([CH3:43])[CH3:44])=[O:45].[CH2:1]([c:2]1[cH:3][cH:4][cH:5][cH:6][cH:7]1)[O:8][c:9]1[cH:10][c:11]([CH3:25])[c:12]([CH2:15][c:16]2[c:17](=[O:24])[nH:18][nH:19][c:20]2[CH:21]([CH3:22])[CH3:23])[cH:13][cH:14]1.[CH2:62]([O:63][C:64]([C:65]([CH3:66])([CH3:67])[CH2:68][O:69][c:70]1[cH:71][cH:72][c:73]([CH2:74][c:75]2[c:76](=[O:77])[nH:78][nH:79][c:80]2[CH:81]([CH3:82])[CH3:83])[cH:84][cH:85]1)=[O:86])[c:87]1[cH:88][cH:89][cH:90][cH:91][cH:92]1>>[CH2:1]([c:2]1[cH:3][cH:4][cH:5][cH:6][cH:7]1)[O:8][c:9]1[cH:10][c:11]([CH3:25])[c:12]([CH2:15][c:16]2[c:17]([O:24][CH:34]3[CH:33]([O:32][C:26]([C:27]([CH3:28])([CH3:29])[CH3:30])=[O:31])[CH:38]([O:39][C:40]([C:41]([CH3:42])([CH3:43])[CH3:44])=[O:45])[CH:37]([O:46][C:47]([C:48]([CH3:49])([CH3:50])[CH3:51])=[O:52])[CH:36]([CH2:53][O:54][C:55]([C:56]([CH3:57])([CH3:58])[CH3:59])=[O:60])[O:35]3)[n:18][nH:19][c:20]2[CH:21]([CH3:22])[CH3:23])[cH:13][cH:14]1.